The task is: describe an organic reaction: reactants, conditions, products, and yield. This data is from the Open Reaction Database (ORD), a public repository of structured organic reaction records. Starting materials: C(CCC)[Li] (n-butyl lithium), O1CCCC1 (tetrahydrofuran), CN(C(C1=C(C=CC(=C1)Cl)N)=O)OC (N-methyl-N-methyloxy-2-amino-5-chlorobenzamide), C(C)(C)(C)OC(=O)NCCC1=CC(=CC=C1)Br (N-tert-butoxycarbonyl-3-bromophenethylamine). Solvent: CCCCCC (hexane), C(C)OC(C)=O (acetic acid ethyl ester), O (water). The product is NC1=C(C(=O)C2=CC=C(C=C2)CCNC(=O)OC(C)(C)C)C=C(C=C1)Cl (2-amino-4′-(2-tert-butoxycarbonylaminoethyl)-5-chlorobenzophenone). Yield: 53.0%. RXN SMILES: O1CCCC1.CN(OC)[C:8](=[O:17])[C:9]1[CH:14]=[C:13]([Cl:15])[CH:12]=[CH:11][C:10]=1[NH2:16].[C:20]([O:24][C:25]([NH:27][CH2:28][CH2:29][C:30]1[CH:35]=[CH:34][CH:33]=[C:32](Br)[CH:31]=1)=[O:26])([CH3:23])([CH3:22])[CH3:21].C([Li])CCC>C(OC(=O)C)C.O.CCCCCC>[NH2:16][C:10]1[CH:11]=[CH:12][C:13]([Cl:15])=[CH:14][C:9]=1[C:8]([C:33]1[CH:32]=[CH:31][C:30]([CH2:29][CH2:28][NH:27][C:25]([O:24][C:20]([CH3:23])([CH3:22])[CH3:21])=[O:26])=[CH:35][CH:34]=1)=[O:17]. Reported procedure: A tetrahydrofuran (70 ml) solution of N-methyl-N-methyloxy-2-amino-5-chlorobenzamide (6.4 g) and N-tert-butoxycarbonyl-3-bromophenethylamine (6.0 g) was cooled to −78° C., to which was gradually added dropwise a hexane solution of n-butyl lithium (1.6 mol/L) (67 ml). To the mixture were then added water (300 ml) and acetic acid ethyl ester (300 ml). The organic layer was washed with water and dried over anhydrous MgSO4, and the solvent was distilled off. The residual oily compound was purified b... Starting materials: OC1(CC(C1)OC(C1=CC=CC=C1)=O)C#CC=1C(=CC2=C(C3=NC(=CN3CCO2)C(=O)N)C1)F (9-(1-hydroxy-3-benzoyloxy-cyclobutylethynyl)-8-fluoro-4,5-dihydro-6-oxa-1,3a-diaza-benzo[e]azulene-2-carboxylic acid amide). The solvent is O (water), CO (methanol), ClCCl (dichloromethane), O (water). Product: OC1(CC(C1)O)C#CC=1C(=CC2=C(C3=NC(=CN3CCO2)C(=O)N)C1)F (9-(1,3-Dihydroxy-cyclobutylethynyl)-8-fluoro-4,5-dihydro-6-oxa-1,3a-diaza-benzo[e]azulene-2-carboxylic acid amide). RXN SMILES: [OH:1][C:2]1([C:15]#[C:16][C:17]2[C:18]([F:34])=[CH:19][C:20]3[O:29][CH2:28][CH2:27][N:26]4[C:22](=[N:23][C:24]([C:30]([NH2:32])=[O:31])=[CH:25]4)[C:21]=3[CH:33]=2)[CH2:5][CH:4]([O:6]C(=O)C2C=CC=CC=2)[CH2:3]1>CO.ClCCl.O>[OH:1][C:2]1([C:15]#[C:16][C:17]2[C:18]([F:34])=[CH:19][C:20]3[O:29][CH2:28][CH2:27][N:26]4[C:22](=[N:23][C:24]([C:30]([NH2:32])=[O:31])=[CH:25]4)[C:21]=3[CH:33]=2)[CH2:3][CH:4]([OH:6])[CH2:5]1. Procedure: In a 25-mL round-bottom flask, a suspension of 9-(1-hydroxy-3-benzoyloxy-cyclobutylethynyl)-8-fluoro-4,5-dihydro-6-oxa-1,3a-diaza-benzo[e]azulene-2-carboxylic acid amide (190 mg, ˜0.4 mmol), lithiumol (96 mg, 4.01 mmol) in methanol (0.5 mL) and water (1 mL) was stirred at room temperature overnight. The resulting solution was diluted with 20 mL of dichloromethane and 10 mL water. The organic layer was washed with 10 mL of brine. The mixture was dried over anhydrous sodium sulfate and concentrate... The reactants are N(=O)[O-].[Na+] (sodium nitrite), stannous chloride dihydrate, Cl.C(#N)C=1C=C(N)C=CC1OC (3-cyano-4-methoxyaniline hydrochloride), Cl (hydrochloric acid). Product: C(#N)C=1C=C(C=CC1OC)NN (3-cyano-4-methoxyphenylhydrazine). The yield is 69.1%. RXN SMILES: [N:1]([O-])=O.[Na+].Cl.Cl.[C:7]([C:9]1[CH:10]=[C:11]([CH:13]=[CH:14][C:15]=1[O:16][CH3:17])[NH2:12])#[N:8]>>[C:7]([C:9]1[CH:10]=[C:11]([NH:12][NH2:1])[CH:13]=[CH:14][C:15]=1[O:16][CH3:17])#[N:8] |f:0.1,3.4|. Procedure: To an aqueous solution (150 ml) of 3-cyano-4-methoxyaniline hydrochloride (72 g) were added sodium nitrite (29.7 g), stannous chloride dihydrate (266 g) and con. hydrochloric acid (437 ml) with stirring under ice-cooling. After the completion of the reaction, precipitated crystals were collected by filtration. The crystals were added to water, and the mixture was neutralized with aqueous sodium hydroxide solution, extracted with a mixed solvent of toluene and tert-butanol, washed with water and ... The reactants are FC=1C=C(C=CC1)C(C)=O (3′-fluoroacetophenone), C=1C=CC2=C(C1)N=NN2O (HOBt), Cl.NCC(=O)N1CCC(CC1)OC=1C=NC=C(C1)Cl (2-amino-1-[4-(5-Chloro-pyridin-3-yloxy)-piperidin-1-yl]-ethanone hydrochloride), CCN(C(C)C)C(C)C (DIPEA), FC=1C=C(C=CC1)C1=CC(=NO1)C(=O)O (5-(3-fluoro-phenyl)-isoxazole-3-carboxylic acid), Intermediate 25, CCN=C=NCCCN(C)C.Cl (EDCI.HCl). Run in CN(C)C=O (DMF), O (water). Run at time 8 hour. Yields the product ClC=1C=C(C=NC1)OC1CCN(CC1)C(CNC(=O)C1=NOC(=C1)C1=CC(=CC=C1)F)=O (5-(3-fluoro-phenyl)-isoxazole-3-carboxylic acid {2-[4-(5-chloro-pyridin-3-yloxy)-piperidin-1-yl]-2-oxo-ethyl}-amide). The yield is 20.1%. RXN SMILES: CCN(C(C)C)C(C)C.[F:10][C:11]1[CH:12]=[C:13]([C:17]2[O:21][N:20]=[C:19]([C:22]([OH:24])=O)[CH:18]=2)[CH:14]=[CH:15][CH:16]=1.FC1C=C(C(=O)C)C=CC=1.C1C=CC2N(O)N=NC=2C=1.CCN=C=NCCCN(C)C.Cl.Cl.[NH2:58][CH2:59][C:60]([N:62]1[CH2:67][CH2:66][CH:65]([O:68][C:69]2[CH:70]=[N:71][CH:72]=[C:73]([Cl:75])[CH:74]=2)[CH2:64][CH2:63]1)=[O:61]>CN(C=O)C.O>[Cl:75][C:73]1[CH:74]=[C:69]([O:68][CH:65]2[CH2:64][CH2:63][N:62]([C:60](=[O:61])[CH2:59][NH:58][C:22]([C:19]3[CH:18]=[C:17]([C:13]4[CH:14]=[CH:15][CH:16]=[C:11]([F:10])[CH:12]=4)[O:21][N:20]=3)=[O:24])[CH2:67][CH2:66]2)[CH:70]=[N:71][CH:72]=1 |f:4.5,6.7|. Procedure: DIPEA (253 mg, 1.96 mmol) was added to a stirred solution 5-(3-fluoro-phenyl)-isoxazole-3-carboxylic acid (81 mg, 0.39 mmol) (prepared by the method used for the synthesis of Intermediate 25, starting from 3′-fluoroacetophenone) in DMF (2 mL) followed by HOBt (56 mg, 0.41 mmol) and EDCI.HCl (79 mg, 0.41 mmol). After 2 minutes 2-amino-1-[4-(5-Chloro-pyridin-3-yloxy)-piperidin-1-yl]-ethanone hydrochloride (120 mg, 0.38 mmol) (prepared according to Step 1 and 5 of the General Scheme) was added to t... Starting materials: CCN=C=NCCCN(C)C, CCN(C(C)C)C(C)C, Cl, O=C(O)c1ccc(-c2cc(F)ccc2F)cc1, NCC(=O)N1CCN(C(=O)c2ccccc2C(F)(F)F)CC1, CN(C)C=O, O, On1nnc2ccccc21. Yields the product O=C(NCC(=O)N1CCN(C(=O)c2ccccc2C(F)(F)F)CC1)c1ccc(-c2cc(F)ccc2F)cc1. RXN SMILES: [CH3:43][CH2:44][N:45]=[C:46]=[N:47][CH2:48][CH2:49][CH2:50][N:51]([CH3:52])[CH3:53].[CH:1]([N:2]([CH2:3][CH3:4])[CH:5]([CH3:6])[CH3:7])([CH3:8])[CH3:9].[ClH:10].[F:54][c:55]1[c:56](-[c:62]2[cH:63][cH:64][c:65]([C:68](=[O:69])[OH:70])[cH:66][cH:67]2)[cH:57][c:58]([F:61])[cH:59][cH:60]1.[NH2:11][CH2:12][C:13](=[O:14])[N:15]1[CH2:16][CH2:17][N:18]([C:21]([c:22]2[c:23]([C:28]([F:29])([F:30])[F:31])[cH:24][cH:25][cH:26][cH:27]2)=[O:32])[CH2:19][CH2:20]1.[O:71]=[CH:72][N:73]([CH3:74])[CH3:75].[OH2:76].[OH:33][n:34]1[c:35]2[c:36]([cH:37][cH:38][cH:39][cH:40]2)[n:41][n:42]1>>[NH:11]([CH2:12][C:13](=[O:14])[N:15]1[CH2:16][CH2:17][N:18]([C:21]([c:22]2[c:23]([C:28]([F:29])([F:30])[F:31])[cH:24][cH:25][cH:26][cH:27]2)=[O:32])[CH2:19][CH2:20]1)[C:68]([c:65]1[cH:64][cH:63][c:62](-[c:56]2[c:55]([F:54])[cH:60][cH:59][c:58]([F:61])[cH:57]2)[cH:67][cH:66]1)=[O:69]. The reactants are COCc1ccccc1B(O)O, CC#N, O=C(O)c1ccc(I)cc1, [Na+], [Na+], O=C([O-])[O-], c1ccc(P(c2ccccc2)(c2ccccc2)[Pd](P(c2ccccc2)(c2ccccc2)c2ccccc2)(P(c2ccccc2)(c2ccccc2)c2ccccc2)P(c2ccccc2)(c2ccccc2)c2ccccc2)cc1. Product: COCc1ccccc1-c1ccc(C(=O)O)cc1. Reaction SMILES: [CH3:11][O:12][CH2:13][c:14]1[c:15]([B:20]([OH:21])[OH:22])[cH:16][cH:17][cH:18][cH:19]1.[CH3:29][C:30]#[N:31].[I:1][c:2]1[cH:3][cH:4][c:5]([C:6](=[O:7])[OH:8])[cH:9][cH:10]1.[Na+:23].[Na+:24].[O-:25][C:26](=[O:27])[O-:28].[cH:32]1[cH:33][cH:34][c:35]([P:36]([Pd:37]([P:38]([c:39]2[cH:40][cH:41][cH:42][cH:43][cH:44]2)([c:45]2[cH:46][cH:47][cH:48][cH:49][cH:50]2)[c:51]2[cH:52][cH:53][cH:54][cH:55][cH:56]2)([P:57]([c:58]2[cH:59][cH:60][cH:61][cH:62][cH:63]2)([c:64]2[cH:65][cH:66][cH:67][cH:68][cH:69]2)[c:70]2[cH:71][cH:72][cH:73][cH:74][cH:75]2)[P:76]([c:77]2[cH:78][cH:79][cH:80][cH:81][cH:82]2)([c:83]2[cH:84][cH:85][cH:86][cH:87][cH:88]2)[c:89]2[cH:90][cH:91][cH:92][cH:93][cH:94]2)([c:95]2[cH:96][cH:97][cH:98][cH:99][cH:100]2)[c:101]2[cH:102][cH:103][cH:104][cH:105][cH:106]2)[cH:107][cH:108]1>>[c:2]1(-[c:15]2[c:14]([CH2:13][O:12][CH3:11])[cH:19][cH:18][cH:17][cH:16]2)[cH:3][cH:4][c:5]([C:6](=[O:7])[OH:8])[cH:9][cH:10]1. Starting materials: N1CCCCC1 (Piperidine), CN(C=O)C (N,N-dimethylformamide), ClC1=C(C=C(C=C1)C)[N+](=O)[O-] (4-chloro-3-nitrotoluene). Solvent: O (water). Reaction conditions: temperature 100 celsius, time 17 hour. Product: CC1=CC(=C(C=C1)N1CCCCC1)[N+](=O)[O-] (1-(4-methyl-2-nitrophenyl)piperidine). Yield: 46.2%. As a reaction SMILES: [NH:1]1[CH2:6][CH2:5][CH2:4][CH2:3][CH2:2]1.CN(C)C=O.Cl[C:13]1[CH:18]=[CH:17][C:16]([CH3:19])=[CH:15][C:14]=1[N+:20]([O-:22])=[O:21]>O>[CH3:19][C:16]1[CH:17]=[CH:18][C:13]([N:1]2[CH2:6][CH2:5][CH2:4][CH2:3][CH2:2]2)=[C:14]([N+:20]([O-:22])=[O:21])[CH:15]=1. Procedure details: Piperidine (660 μl, 6.66 mmol, commercially available product) was added at room temperature to an N,N-dimethylformamide (DMF; 1 ml) solution of 4-chloro-3-nitrotoluene (358 mg, 2.08 mmol, commercially available product). The resulting mixture was stirred at 100° C. for 17 hours. The mixture was cooled to room temperature, and then water was added thereto. The resulting mixture was extracted three times with ethyl acetate. The obtained organic layer was washed with a saturated sodium chloride so... Starting materials: CCCC[Sn](Cl)(CCCC)CCCC, C1CCOC1, COC(=O)C=Cc1ncn2ccsc12, O. Yields the product CCCC[Sn](CCCC)(CCCC)c1cn2cnc(C=CC(=O)OC)c2s1. As a reaction SMILES: [CH2:1]([CH2:2][CH2:3][CH3:4])[Sn:5]([CH2:6][CH2:7][CH2:8][CH3:9])([CH2:10][CH2:11][CH2:12][CH3:13])[Cl:14].[CH2:30]1[O:31][CH2:32][CH2:33][CH2:34]1.[CH3:15][O:16][C:17](=[O:18])[CH:19]=[CH:20][c:21]1[n:22][cH:23][n:24]2[c:25]1[s:26][cH:27][cH:28]2.[OH2:29]>>[CH2:1]([CH2:2][CH2:3][CH3:4])[Sn:5]([CH2:6][CH2:7][CH2:8][CH3:9])([CH2:10][CH2:11][CH2:12][CH3:13])[c:27]1[s:26][c:25]2[c:21]([CH:20]=[CH:19][C:17]([O:16][CH3:15])=[O:18])[n:22][cH:23][n:24]2[cH:28]1. The reactants are CC(C)c1ccccc1, CC(C)=O, Oc1ccccc1, O=S(=O)(O)O. Yields the product CC(C)(c1ccccc1)c1ccccc1O. RXN SMILES: [CH3:1][CH:2]([CH3:3])[c:4]1[cH:5][cH:6][cH:7][cH:8][cH:9]1.[CH3:22][C:23](=[O:24])[CH3:25].[OH:15][c:16]1[cH:17][cH:18][cH:19][cH:20][cH:21]1.[S:10](=[O:11])(=[O:12])([OH:13])[OH:14]>>[CH3:1][C:2]([CH3:3])([c:4]1[cH:5][cH:6][cH:7][cH:8][cH:9]1)[c:17]1[c:16]([OH:15])[cH:21][cH:20][cH:19][cH:18]1.